This data is from the Open Reaction Database (ORD), a public repository of structured organic reaction records. The task is: describe an organic reaction: reactants, conditions, products, and yield Starting materials: CCc1nccc2c(=O)c(-c3ccc(C4(NC(=O)OC(C)(C)C)CCC4)cc3)c(-c3ccccc3)oc12, C1COCCO1, Cl, NC1(c2ccc(-c3c(-c4ccccc4)oc4c(CCCl)nccc4c3=O)cc2)CCC1. Yields the product CCc1nccc2c(=O)c(-c3ccc(C4(N)CCC4)cc3)c(-c3ccccc3)oc12. RXN SMILES: [CH2:32]([c:33]1[n:34][cH:35][cH:36][c:37]2[c:38](=[O:39])[c:40](-[c:41]3[cH:42][cH:43][c:44]([C:45]4([NH:46][C:47](=[O:48])[O:49][C:50]([CH3:51])([CH3:52])[CH3:53])[CH2:54][CH2:55][CH2:56]4)[cH:57][cH:58]3)[c:59](-[c:60]3[cH:61][cH:62][cH:63][cH:64][cH:65]3)[o:66][c:67]12)[CH3:68].[CH2:70]1[O:71][CH2:72][CH2:73][O:74][CH2:75]1.[ClH:69].[NH2:1][C:2]1([c:6]2[cH:7][cH:8][c:9](-[c:12]3[c:13](=[O:31])[c:14]4[c:15]([c:16]([CH2:20][CH2:21][Cl:22])[n:17][cH:18][cH:19]4)[o:23][c:24]3-[c:25]3[cH:26][cH:27][cH:28][cH:29][cH:30]3)[cH:10][cH:11]2)[CH2:3][CH2:4][CH2:5]1>>[NH2:1][C:2]1([c:6]2[cH:7][cH:8][c:9](-[c:12]3[c:13](=[O:31])[c:14]4[c:15]([c:16]([CH2:20][CH3:21])[n:17][cH:18][cH:19]4)[o:23][c:24]3-[c:25]3[cH:26][cH:27][cH:28][cH:29][cH:30]3)[cH:10][cH:11]2)[CH2:3][CH2:4][CH2:5]1. Starting materials: O (water), C(C=CC)C1C(C2=CC(=CC=C2C1)O)=O ((RS)-2-(2-buten-1-yl)-6-hydroxy-1-indanone), C(C(C)C)Br (isobutyl bromide), C([O-])([O-])=O.[K+].[K+] (potassium carbonate). The solvent is CN(C=O)C (N,N-dimethylformamide). Yields the product C(C=CC)C1C(C2=CC(=CC=C2C1)OCC(C)C)=O ((RS)-2-(2-buten-1-yl)-6-isobutoxy-1-indanone). The yield is 93.0%. RXN SMILES: [CH2:1]([CH:5]1[CH2:13][C:12]2[C:7](=[CH:8][C:9]([OH:14])=[CH:10][CH:11]=2)[C:6]1=[O:15])[CH:2]=[CH:3][CH3:4].[CH2:16](Br)[CH:17]([CH3:19])[CH3:18].C(=O)([O-])[O-].[K+].[K+].O>CN(C)C=O>[CH2:1]([CH:5]1[CH2:13][C:12]2[C:7](=[CH:8][C:9]([O:14][CH2:16][CH:17]([CH3:19])[CH3:18])=[CH:10][CH:11]=2)[C:6]1=[O:15])[CH:2]=[CH:3][CH3:4] |f:2.3.4|. Procedure: A solution of 4.74 g of (RS)-2-(2-buten-1-yl)-6-hydroxy-1-indanone, 5.18 ml of isobutyl bromide and 5.98 g of potassium carbonate in 40 ml of N,N-dimethylformamide was heated to 60° for 48 hours. After cooling, the solution was poured into 100 ml of water and extracted twice with 70 ml of ethyl acetate each time. The combined organic phases were washed once with 70 ml of water and once with 70 ml of saturated sodium chloride solution, dried over magnesium sulfate and the solution was concentrate... The reactants are FC(F)(Br)c1ccc(Br)cc1, O=C([O-])[O-], CC(C)O, OCc1cc(F)ccc1O, [K+], [K+]. Yields the product OCc1cc(F)ccc1OC(F)(F)c1ccc(Br)cc1. Reaction SMILES: [Br:11][c:12]1[cH:13][cH:14][c:15]([C:18]([F:19])([F:20])[Br:21])[cH:16][cH:17]1.[C:22](=[O:23])([O-:24])[O-:25].[CH3:28][CH:29]([OH:30])[CH3:31].[F:1][c:2]1[cH:3][c:4]([CH2:9][OH:10])[c:5]([OH:8])[cH:6][cH:7]1.[K+:26].[K+:27]>>[F:1][c:2]1[cH:3][c:4]([CH2:9][OH:10])[c:5]([O:8][C:18]([c:15]2[cH:14][cH:13][c:12]([Br:11])[cH:17][cH:16]2)([F:19])[F:20])[cH:6][cH:7]1.